From a dataset of the Open Reaction Database (ORD), a public repository of structured organic reaction records. describe an organic reaction: reactants, conditions, products, and yield Starting materials: CC1=C(C=C(C(=O)O)C=C1)C1=CC2=C(C(NN=C2)=O)S1 (4-methyl-3-(7-oxo-6,7-dihydrothieno[2,3-d]pyridazin-2-yl)benzoic acid), P(=O)(Cl)(Cl)Cl (phosphorus oxychloride), TEA, C1(CC1)N (cyclopropylamine). Solvent: OS(=O)(=O)[O-].[K+] (KHSO4). Run at temperature 105 celsius. The product is ClC=1N=NC=C2C1SC(=C2)C=2C=C(C(=O)NC1CC1)C=CC2C (3-(7-chlorothieno[2,3-d]pyridazin-2-yl)-N-cyclopropyl-4-methylbenzamide). As a reaction SMILES: [CH3:1][C:2]1[CH:10]=[CH:9][C:5]([C:6]([OH:8])=O)=[CH:4][C:3]=1[C:11]1[S:20][C:14]2[C:15](=O)[NH:16][N:17]=[CH:18][C:13]=2[CH:12]=1.P(Cl)(Cl)([Cl:23])=O.[CH:26]1([NH2:29])[CH2:28][CH2:27]1>OS([O-])(=O)=O.[K+]>[Cl:23][C:15]1[N:16]=[N:17][CH:18]=[C:13]2[CH:12]=[C:11]([C:3]3[CH:4]=[C:5]([CH:9]=[CH:10][C:2]=3[CH3:1])[C:6]([NH:29][CH:26]3[CH2:28][CH2:27]3)=[O:8])[S:20][C:14]=12 |f:3.4|. Procedure details: A mixture of 4-methyl-3-(7-oxo-6,7-dihydrothieno[2,3-d]pyridazin-2-yl)benzoic acid (1.01 g, 3.53 mmol) and phosphorus oxychloride (30.0 ml, 322 mmol) was heated to 105° C. for 4 hrs. After cooling to RT, the volatiles were removed in vacuo. The residue was re-dissolved in DCM (50 ml) and treated with TEA (1.49 ml, 10.6 mmol) and dropwise with cyclopropylamine (0.746 ml, 10.6 mmol). The mixture was diluted with 1 M KHSO4 and extracted with CH2Cl2 (3×). The combined organics were dried over Na2SO4...